The task is: describe an organic reaction: reactants, conditions, products, and yield. This data is from the Open Reaction Database (ORD), a public repository of structured organic reaction records. Reactants: C1(=CC=C(C=C1)S(=O)[O-])C.[Na+] (sodium p-toluenesulfinate), organophosphorus, BrC1=CC=CC=C1 (bromobenzene), [O-2].[Ca+2] (calcium oxide). Solvent: CN1C(CCC1)=O (N-methyl-2-pyrrolidone). Product: CC1=CC=C(C=C1)C1=CC=CC=C1 (4-methylbiphenyl). RXN SMILES: [C:1]1([CH3:10])[CH:6]=[CH:5][C:4](S([O-])=O)=[CH:3][CH:2]=1.[Na+].Br[C:13]1[CH:18]=[CH:17][CH:16]=[CH:15][CH:14]=1.[O-2].[Ca+2]>CN1CCCC1=O>[CH3:10][C:1]1[CH:6]=[CH:5][C:4]([C:13]2[CH:18]=[CH:17][CH:16]=[CH:15][CH:14]=2)=[CH:3][CH:2]=1 |f:0.1,3.4|. Reported procedure: 3.56 g (20 mmol) of sodium p-toluenesulfinate, 3.14 g (20 mmol) of bromobenzene, 11.2 g (200 mmol) of calcium oxide, 60 ml of N-methyl-2-pyrrolidone and each catalyst compound and each organophosphorus compound ligand indicated in Table 2 were placed in 100 ml round bottom flask and reacted at 150° C. in a nitrogen gas stream for 6 hours, respectively. After the completion of the reaction, the amount of 4-methylbiphenyl formed was analyzed by means of high performance liquid chromatography. The ... The reactants are [N+](=O)([O-])C1=CC=C(CCBr)C=C1 (4-nitrophenethyl bromide), C(C)(=O)OC(C)=O (acetic anhydride). Reagents/catalysts: [Pt](=O)=O (platinum (IV) oxide). Run in C(C)O (ethanol). Yields the product C(C)(=O)NC1=CC=C(CCBr)C=C1 (4-(Acetylamino)phenethyl bromide). The yield is 49.2%. Reaction SMILES: [N+:1]([C:4]1[CH:12]=[CH:11][C:7]([CH2:8][CH2:9][Br:10])=[CH:6][CH:5]=1)([O-])=O.[C:13](OC(=O)C)(=[O:15])[CH3:14]>C(O)C.[Pt](=O)=O>[C:13]([NH:1][C:4]1[CH:12]=[CH:11][C:7]([CH2:8][CH2:9][Br:10])=[CH:6][CH:5]=1)(=[O:15])[CH3:14]. Reported procedure: A solution of 4-nitrophenethyl bromide (23.8 g, 103.6 mmol) and acetic anhydride (9.8 ml, 103.6 mmol) in absolute ethanol (400 ml) was hydrogenated over platinum (IV) oxide (2.38 g) at 10 psi. The catalyst was removed by filtration and the solvent evaporated under vacuum. The remaining residue was purified by flash chromatography (silica gel, dichloromethane) to give 12.34 g of the title compound as a white solid. δ (250 MHz, CDCl3) 2.16 (3H, s), 3.12 (2H, t, J=7.5Hz), 3.53 (2H, t, J=7.5Hz), 7.1... RXN SMILES: [CH2:14]([Li:15])[CH2:16][CH2:17][CH3:18].[CH2:1]([CH3:2])[O:3][CH2:4][n:5]1[cH:6][n:7][c:8]2[c:9]1[cH:10][cH:11][cH:12][cH:13]2.[CH2:25]1[O:26][CH2:27][CH2:28][CH2:29]1.[CH3:30][CH2:31][CH2:32][CH2:33][CH2:34][CH3:35].[Cl:19][C:20](=[O:21])[O:22][CH2:23][CH3:24]>>[CH2:1]([CH3:2])[O:3][CH2:4][n:5]1[c:6]([C:20](=[O:21])[O:22][CH2:23][CH3:24])[n:7][c:8]2[c:9]1[cH:10][cH:11][cH:12][cH:13]2. Product: CCOCn1c(C(=O)OCC)nc2ccccc21. Starting materials: [Li]CCCC, CCOCn1cnc2ccccc21, C1CCOC1, CCCCCC, CCOC(=O)Cl. Reactants: C(=O)(OC(C)(C)C)N1CCN(CC1)C1=C(C=CC=C1)OCC(C)(C)NS(=O)(=O)C (N-boc-4-[2-(2-methanesulfonylamino-2-methyl-propoxy)-phenyl]-piperazine), [H-].[Na+] (NaH), crude material, C(C)I (EtI). Solvent: CN(C)C=O (DMF). Reaction conditions: time 30 minute. The product is C(=O)(OC(C)(C)C)N1CCN(CC1)C1=C(C=CC=C1)OCC(C)(C)N(S(=O)(=O)C)CC (N-boc-4-{2-[2-(ethyl-methanesulfonyl-amino)-2-methyl-propoxy]-phenyl}-piperazine). As a reaction SMILES: [C:1]([N:8]1[CH2:13][CH2:12][N:11]([C:14]2[CH:19]=[CH:18][CH:17]=[CH:16][C:15]=2[O:20][CH2:21][C:22]([NH:25][S:26]([CH3:29])(=[O:28])=[O:27])([CH3:24])[CH3:23])[CH2:10][CH2:9]1)([O:3][C:4]([CH3:7])([CH3:6])[CH3:5])=[O:2].[H-].[Na+].[CH2:32](I)[CH3:33]>CN(C=O)C>[C:1]([N:8]1[CH2:9][CH2:10][N:11]([C:14]2[CH:19]=[CH:18][CH:17]=[CH:16][C:15]=2[O:20][CH2:21][C:22]([N:25]([CH2:32][CH3:33])[S:26]([CH3:29])(=[O:28])=[O:27])([CH3:23])[CH3:24])[CH2:12][CH2:13]1)([O:3][C:4]([CH3:7])([CH3:5])[CH3:6])=[O:2] |f:1.2|. Procedure: To a solution of N-boc-4-[2-(2-methanesulfonylamino-2-methyl-propoxy)-phenyl]-piperazine (197 mg, 0.46 mmol) in 4 mL of DMF was added NaH (55 mg of a 60% dispersion in oil, 1.38 mmol). After stirring for about 30 minutes, EtI (550 uL, 6.88 mmol) was added. After stirring at 45° C. for about an hour, the mixture was quenched with saturated aqueous sodium bicarbonate. The mixture was diluted with EtOAc, washed with water and brine, and then dried (Na2SO4), filtered and concentrated. The material w... Reactants: CCCCCCNc1ccc(Oc2ccc3nc(COc4ccc(CC5SC(=O)NC5=O)cc4)n(C)c3c2)cc1, O=C=Nc1ccc(C(F)(F)F)cc1, C1CCOC1. Product: CCCCCCN(C(=O)Nc1ccc(C(F)(F)F)cc1)c1ccc(Oc2ccc3nc(COc4ccc(CC5SC(=O)NC5=O)cc4)n(C)c3c2)cc1. RXN SMILES: [CH2:1]([CH2:2][CH2:3][CH2:4][CH2:5][CH3:6])[NH:7][c:8]1[cH:9][cH:10][c:11]([O:12][c:13]2[cH:14][cH:15][c:16]3[c:17]([n:18]([CH3:37])[c:19]([CH2:21][O:22][c:23]4[cH:24][cH:25][c:26]([CH2:27][CH:28]5[C:29](=[O:34])[NH:30][C:31](=[O:33])[S:32]5)[cH:35][cH:36]4)[n:20]3)[cH:38]2)[cH:39][cH:40]1.[F:41][C:42]([c:43]1[cH:44][cH:45][c:46]([N:49]=[C:50]=[O:51])[cH:47][cH:48]1)([F:52])[F:53].[O:54]1[CH2:55][CH2:56][CH2:57][CH2:58]1>>[CH2:1]([CH2:2][CH2:3][CH2:4][CH2:5][CH3:6])[N:7]([c:8]1[cH:9][cH:10][c:11]([O:12][c:13]2[cH:14][cH:15][c:16]3[c:17]([n:18]([CH3:37])[c:19]([CH2:21][O:22][c:23]4[cH:24][cH:25][c:26]([CH2:27][CH:28]5[C:29](=[O:34])[NH:30][C:31](=[O:33])[S:32]5)[cH:35][cH:36]4)[n:20]3)[cH:38]2)[cH:39][cH:40]1)[C:50]([NH:49][c:46]1[cH:45][cH:44][c:43]([C:42]([F:41])([F:52])[F:53])[cH:48][cH:47]1)=[O:51].